From a dataset of the Open Reaction Database (ORD), a public repository of structured organic reaction records. describe an organic reaction: reactants, conditions, products, and yield The reactants are CCN=C=NCCCN(C)C, CC#N, Cl, CCc1cc(Oc2ccc(C(O)C(N)Cc3cccc(OC(F)(F)C(F)F)c3)cc2)ccc1Cl, O, On1nnc2ccccc21, O=C(O)c1cccc2c1C=CCCC2. Yields the product CCc1cc(Oc2ccc(C(O)C(Cc3cccc(OC(F)(F)C(F)F)c3)NC(=O)c3cccc4c3C=CCCC4)cc2)ccc1Cl. Reaction SMILES: [CH2:50]([N:51]=[C:52]=[N:53][CH2:54][CH2:55][CH2:56][N:57]([CH3:58])[CH3:59])[CH3:60].[CH3:71][C:72]#[N:73].[ClH:49].[NH2:1][CH:2]([CH:3]([OH:4])[c:5]1[cH:6][cH:7][c:8]([O:11][c:12]2[cH:13][c:14]([CH2:19][CH3:20])[c:15]([Cl:18])[cH:16][cH:17]2)[cH:9][cH:10]1)[CH2:21][c:22]1[cH:23][c:24]([O:28][C:29]([CH:30]([F:31])[F:32])([F:33])[F:34])[cH:25][cH:26][cH:27]1.[OH2:74].[OH:61][n:62]1[c:63]2[cH:64][cH:65][cH:66][cH:67][c:68]2[n:69][n:70]1.[c:35]1([C:46](=[O:47])[OH:48])[cH:36][cH:37][cH:38][c:39]2[c:40]1[CH:41]=[CH:42][CH2:43][CH2:44][CH2:45]2>>[NH:1]([CH:2]([CH:3]([OH:4])[c:5]1[cH:6][cH:7][c:8]([O:11][c:12]2[cH:13][c:14]([CH2:19][CH3:20])[c:15]([Cl:18])[cH:16][cH:17]2)[cH:9][cH:10]1)[CH2:21][c:22]1[cH:23][c:24]([O:28][C:29]([CH:30]([F:31])[F:32])([F:33])[F:34])[cH:25][cH:26][cH:27]1)[C:46]([c:35]1[cH:36][cH:37][cH:38][c:39]2[c:40]1[CH:41]=[CH:42][CH2:43][CH2:44][CH2:45]2)=[O:47]. Yields the product desired product, CON=C1CN([C@@H](C1)C1=NOC(=N1)CN1CCNCC1)C(=O)C1=CC=C(C=C1)C1=CC=CC=C1 ((3EZ,5S)-1-([1,1′-biphenyl]-4-ylcarbonyl)-5-[5-(1-piperazinylmethyl)-1,2,4-oxadiazol-3-yl]-3-pyrrolidinone O-methyloxime). Procedure: tert-butyl 4-({3-[(2S,4EZ)-1-([1,1′-biphenyl]-4-ylcarbonyl)-4-(methoxyimino)pyrrolidinyl]-1,2,4-oxadiazol-5-yl}methyl)-1-piperazinecarboxylate (100 mg, 1.80 mmol) was treated with a 25% TFA/DCM solution at 0° C. for 1 hour. The reaction was then made basic with a sodium carbonate solution (10%) and extracted with DCM. The organic phases were combined and dried over magnesium sulfate and solvent removal afforded a residue, which was purified by flash-chromatography using dichloromethane/methanol ... RXN SMILES: [C:1]1([C:36]2[CH:41]=[CH:40][CH:39]=[CH:38][CH:37]=2)[CH:6]=[CH:5][C:4]([C:7]([N:9]2[CH2:13][C:12](=[N:14][O:15][CH3:16])[CH2:11][C@H:10]2[C:17]2[N:21]=[C:20]([CH2:22][N:23]3[CH2:28][CH2:27][N:26](C(OC(C)(C)C)=O)[CH2:25][CH2:24]3)[O:19][N:18]=2)=[O:8])=[CH:3][CH:2]=1.C(O)(C(F)(F)F)=O.C(Cl)Cl.C(=O)([O-])[O-].[Na+].[Na+]>>[CH3:16][O:15][N:14]=[C:12]1[CH2:11][C@@H:10]([C:17]2[N:21]=[C:20]([CH2:22][N:23]3[CH2:24][CH2:25][NH:26][CH2:27][CH2:28]3)[O:19][N:18]=2)[N:9]([C:7]([C:4]2[CH:5]=[CH:6][C:1]([C:36]3[CH:41]=[CH:40][CH:39]=[CH:38][CH:37]=3)=[CH:2][CH:3]=2)=[O:8])[CH2:13]1 |f:1.2,3.4.5|. The reactants are C([O-])([O-])=O.[Na+].[Na+] (sodium carbonate), C1(=CC=C(C=C1)C(=O)N1[C@@H](CC(C1)=NOC)C1=NOC(=N1)CN1CCN(CC1)C(=O)OC(C)(C)C)C1=CC=CC=C1 (tert-butyl 4-({3-[(2S,4EZ)-1-([1,1′-biphenyl]-4-ylcarbonyl)-4-(methoxyimino)pyrrolidinyl]-1,2,4-oxadiazol-5-yl}methyl)-1-piperazinecarboxylate), C(=O)(C(F)(F)F)O.C(Cl)Cl (TFA DCM). Isolated yield 85.0%. The reactants are NC1=C(C=C(C(=O)N(C2=CC(=CC=C2)OC)CCN2CCC(CC2)C(C2=CC=C(C=C2)F)=O)C=C1)C (4-amino-3-methyl-N-{2-[4-(4-fluorobenzoyl)piperidino]-ethyl}-N-(3-methoxyphenyl)benzamide), C(C)(=O)OC(C)=O (acetic anhydride). The product is CC=1C=C(C(=O)N(C2=CC(=CC=C2)OC)CCN2CCC(CC2)C(C2=CC=C(C=C2)F)=O)C=CC1NC(C)=O (3-Methyl-4-acetylamino-N-{2-[4-(4-fluorobenzoyl)piperidino]ethyl}-N-(3-methoxyphenyl)benzamide). Isolated yield 89.2%. RXN SMILES: [NH2:1][C:2]1[CH:35]=[CH:34][C:5]([C:6]([N:8]([CH2:17][CH2:18][N:19]2[CH2:24][CH2:23][CH:22]([C:25](=[O:33])[C:26]3[CH:31]=[CH:30][C:29]([F:32])=[CH:28][CH:27]=3)[CH2:21][CH2:20]2)[C:9]2[CH:14]=[CH:13][CH:12]=[C:11]([O:15][CH3:16])[CH:10]=2)=[O:7])=[CH:4][C:3]=1[CH3:36].[C:37](OC(=O)C)(=[O:39])[CH3:38]>>[CH3:36][C:3]1[CH:4]=[C:5]([CH:34]=[CH:35][C:2]=1[NH:1][C:37](=[O:39])[CH3:38])[C:6]([N:8]([CH2:17][CH2:18][N:19]1[CH2:24][CH2:23][CH:22]([C:25](=[O:33])[C:26]2[CH:27]=[CH:28][C:29]([F:32])=[CH:30][CH:31]=2)[CH2:21][CH2:20]1)[C:9]1[CH:14]=[CH:13][CH:12]=[C:11]([O:15][CH3:16])[CH:10]=1)=[O:7]. Reported procedure: Using 4-amino-3-methyl-N-{2-[4-(4-fluorobenzoyl)piperidino]-ethyl}-N-(3-methoxyphenyl)benzamide (489.0 mg, 1.00 mmol) and acetic anhydride (0.19 ml, 2.00 mmol), the procedure of Inventive Example 94 was repeated to obtain 474.0 mg (89.3%) of the title compound in a colorless amorphous form. Reactants: O=C1CCC(=O)N1Br, C1COCCO1, O, CCOC(=O)CSc1nccc(O)n1, c1ccc(P(c2ccccc2)c2ccccc2)cc1. The product is CCOC(=O)CSc1nccc(Br)n1. Reaction SMILES: [Br:20][N:21]1[C:22](=[O:23])[CH2:24][CH2:25][C:26]1=[O:27].[O:43]1[CH2:44][CH2:45][O:46][CH2:47][CH2:48]1.[OH2:42].[OH:28][c:29]1[n:30][c:31]([S:35][CH2:36][C:37](=[O:38])[O:39][CH2:40][CH3:41])[n:32][cH:33][cH:34]1.[c:1]1([P:2]([c:3]2[cH:4][cH:5][cH:6][cH:7][cH:8]2)[c:9]2[cH:10][cH:11][cH:12][cH:13][cH:14]2)[cH:15][cH:16][cH:17][cH:18][cH:19]1>>[Br:20][c:29]1[n:30][c:31]([S:35][CH2:36][C:37](=[O:38])[O:39][CH2:40][CH3:41])[n:32][cH:33][cH:34]1. Reactants: CN(C)C=O, C1CCOC1, O, CC(C)N(c1cccc2cc(-c3ncc(CO)s3)[nH]c12)S(=O)(=O)c1cccs1, O=S(Cl)Cl. Product: CC(C)N(c1cccc2cc(-c3ncc(CCl)s3)[nH]c12)S(=O)(=O)c1cccs1. Reaction SMILES: [CH3:33][N:34]([CH3:35])[CH:36]=[O:37].[O:38]1[CH2:39][CH2:40][CH2:41][CH2:42]1.[OH2:43].[OH:1][CH2:2][c:3]1[cH:4][n:5][c:6](-[c:8]2[nH:9][c:10]3[c:11]([N:17]([S:18](=[O:19])(=[O:20])[c:21]4[s:22][cH:23][cH:24][cH:25]4)[CH:26]([CH3:27])[CH3:28])[cH:12][cH:13][cH:14][c:15]3[cH:16]2)[s:7]1.[S:29]([Cl:30])([Cl:31])=[O:32]>>[CH2:2]([c:3]1[cH:4][n:5][c:6](-[c:8]2[nH:9][c:10]3[c:11]([N:17]([S:18](=[O:19])(=[O:20])[c:21]4[s:22][cH:23][cH:24][cH:25]4)[CH:26]([CH3:27])[CH3:28])[cH:12][cH:13][cH:14][c:15]3[cH:16]2)[s:7]1)[Cl:31].